This data is from the Open Reaction Database (ORD), a public repository of structured organic reaction records. The task is: describe an organic reaction: reactants, conditions, products, and yield Reactants: CC1=C(C(=CC=C1)C)NC(=O)CN1CCC(CC1)=O (1-[(2,6-dimethylphenyl)aminocarbonylmethyl]-4-piperidone), amine hydrochloride, N1CCCCC1 (piperidine), [Cl-] (chloride), O1C(COC2=C1C=CC=C2)C(CN)O ([2-(1,4-benzodioxan-2-yl)-2-hydroxyethyl]amine), C(#N)[BH3-].[Na+] (sodium cyanoborohydride). The product is O1C(COC2=C1C=CC=C2)C(CNC2CCN(CC2)CC(=O)NC2=C(C=CC=C2C)C)O (4-{[2-(1,4-benzodioxan-2-yl)-2-hydroxyethyl]amino}-1-[(2,6-dimethylphenyl)aminocarbonylmethyl]piperidine). As a reaction SMILES: [CH3:1][C:2]1[CH:7]=[CH:6][CH:5]=[C:4]([CH3:8])[C:3]=1[NH:9][C:10]([CH2:12][N:13]1[CH2:18][CH2:17][C:16](=O)[CH2:15][CH2:14]1)=[O:11].[Cl-].[O:21]1[C:26]2[CH:27]=[CH:28][CH:29]=[CH:30][C:25]=2[O:24][CH2:23][CH:22]1[CH:31]([OH:34])[CH2:32][NH2:33].N1CCCCC1.C([BH3-])#N.[Na+]>>[O:21]1[C:26]2[CH:27]=[CH:28][CH:29]=[CH:30][C:25]=2[O:24][CH2:23][CH:22]1[CH:31]([OH:34])[CH2:32][NH:33][CH:16]1[CH2:17][CH2:18][N:13]([CH2:12][C:10]([NH:9][C:3]2[C:2]([CH3:1])=[CH:7][CH:6]=[CH:5][C:4]=2[CH3:8])=[O:11])[CH2:14][CH2:15]1 |f:4.5|. Procedure details: Substituting into the procedure of Example 1, 1-[(2,6-dimethylphenyl)aminocarbonylmethyl]-4-piperidone for the corresponding chloride and [2-(1,4-benzodioxan-2-yl)-2-hydroxyethyl]amine or amine hydrochloride, rather than the corresponding piperidine and adding 75 g of sodium cyanoborohydride, one obtains 4-{[2-(1,4-benzodioxan-2-yl)-2-hydroxyethyl]amino}-1-[(2,6-dimethylphenyl)aminocarbonylmethyl]piperidine compound.